The task is: describe an organic reaction: reactants, conditions, products, and yield. This data is from the Open Reaction Database (ORD), a public repository of structured organic reaction records. Starting materials: BrC=1C(=CC(=NC1)OC)/C=C/C(=O)OCC (ethyl (2E)-3-(5-bromo-2-methoxypyridin-4-yl)acrylate), benzenesulfonyl hydrazide. The solvent is CCOCC (Et2O), C1(=CC=CC=C1)C (Toluene). Run at temperature 110 celsius, time 3 hour. Product: BrC=1C(=CC(=NC1)OC)CCC(=O)OCC (ethyl 3-(5-bromo-2-methoxypyridin-4-yl)propanoate). As a reaction SMILES: [Br:1][C:2]1[C:3](/[CH:10]=[CH:11]/[C:12]([O:14][CH2:15][CH3:16])=[O:13])=[CH:4][C:5]([O:8][CH3:9])=[N:6][CH:7]=1>C1(C)C=CC=CC=1.CCOCC>[Br:1][C:2]1[C:3]([CH2:10][CH2:11][C:12]([O:14][CH2:15][CH3:16])=[O:13])=[CH:4][C:5]([O:8][CH3:9])=[N:6][CH:7]=1. Procedure: To solution of ethyl (2E)-3-(5-bromo-2-methoxypyridin-4-yl)acrylate (1 eq.) from step 2 in Toluene (0.23M) at 110° C. was added benzenesulfonyl hydrazide (3 eq.). The reaction mixture was stirred at 110° C. for 3 h, cooled to room temperature and diluted with Et2O. The organic phase was washed with saturated NaOH (1N), brine, dried over MgSO4, filtered and concentrated. Purification by column chromatography on silica gel (Combi-Flash by ISCO), eluting with Hex/EtOAc (0 to 50% in 30 min) afforded... The reactants are [C-]1(C=CC=C1)OCC(=O)O.[CH-]1C=CC=C1.[Fe+2] (ferrocenyloxyacetic acid), P(Cl)(Cl)Cl (phosphorous (III) chloride). The reagents and catalysts are N1=CC=CC=C1 (pyridine). Run in C1=CC=CC=C1 (benzene). Conditions: time 3 hour. The product is [C-]1(C=CC=C1)OCC(=O)Cl.[CH-]1C=CC=C1.[Fe+2] (ferrocenyloxyacetyl chloride). Isolated yield 83.8%. Reaction SMILES: [C-:1]1([O:6][CH2:7][C:8]([OH:10])=O)[CH:5]=[CH:4][CH:3]=[CH:2]1.[CH-:11]1[CH:15]=[CH:14][CH:13]=[CH:12]1.[Fe+2:16].P(Cl)(Cl)[Cl:18]>N1C=CC=CC=1.C1C=CC=CC=1>[C-:1]1([O:6][CH2:7][C:8]([Cl:18])=[O:10])[CH:5]=[CH:4][CH:3]=[CH:2]1.[CH-:11]1[CH:15]=[CH:14][CH:13]=[CH:12]1.[Fe+2:16] |f:0.1.2,6.7.8|. Reported procedure: To ferrocenyloxyacetic acid (1.56 g, 0.006 m) and pyridine (4 drops) in benzene (100 cm3) was added dropwise phosphorous (III) chloride (5.4 cm3). The mixture was stirred for 3 hours at 60° to 70° C. After this time the benzene solution was decanted and the benzene removed under vacuum. The residue was taken up in benzene and the benzene again removed under vacuum. This procedure was repeated. Recrystallization from light petroleum (40° to 60°) gave 1.40 g (83.8%) of ferrocenyloxyacetyl chloride...